Dataset: the Open Reaction Database (ORD), a public repository of structured organic reaction records. Task: describe an organic reaction: reactants, conditions, products, and yield Reactants: CC(=O)NC1CCC(C(=O)O)CC1, Cl, CN(C(=O)N(C)C1CCNCC1c1ccc(F)cc1)c1cc(C(F)(F)F)cc(C(F)(F)F)c1. The product is CC(=O)NC1CCC(C(=O)N2CCC(N(C)C(=O)N(C)c3cc(C(F)(F)F)cc(C(F)(F)F)c3)C(c3ccc(F)cc3)C2)CC1. RXN SMILES: [C:35]([CH3:36])(=[O:37])[NH:38][CH:39]1[CH2:40][CH2:41][CH:42]([C:45](=[O:46])[OH:47])[CH2:43][CH2:44]1.[ClH:1].[F:2][C:3]([c:4]1[cH:5][c:6]([N:14]([C:15](=[O:16])[N:17]([CH3:18])[CH:19]2[CH:20]([c:25]3[cH:26][cH:27][c:28]([F:31])[cH:29][cH:30]3)[CH2:21][NH:22][CH2:23][CH2:24]2)[CH3:32])[cH:7][c:8]([C:10]([F:11])([F:12])[F:13])[cH:9]1)([F:33])[F:34]>>[F:2][C:3]([c:4]1[cH:5][c:6]([N:14]([C:15](=[O:16])[N:17]([CH3:18])[CH:19]2[CH:20]([c:25]3[cH:26][cH:27][c:28]([F:31])[cH:29][cH:30]3)[CH2:21][N:22]([C:45]([CH:42]3[CH2:41][CH2:40][CH:39]([NH:38][C:35]([CH3:36])=[O:37])[CH2:44][CH2:43]3)=[O:46])[CH2:23][CH2:24]2)[CH3:32])[cH:7][c:8]([C:10]([F:11])([F:12])[F:13])[cH:9]1)([F:33])[F:34]. Reactants: O=C1CC(C1)C#N (3-oxocyclobutanecarbonitrile), [BH4-].[Na+] (sodium borohydride). The solvent is CO (MeOH). Run at temperature 0 celsius, time 1 hour. Yields the product O=C1CC(C1)C#N (3-Oxocyclobutanecarbonitrile), O[C@H]1C[C@H](C1)C#N (cis-3-hydroxy-cyclobutanecarbonitrile). Yield: 163.2%. Reaction SMILES: [O:1]=[C:2]1[CH2:5][CH:4]([C:6]#[N:7])[CH2:3]1.[BH4-].[Na+]>CO>[O:1]=[C:2]1[CH2:5][CH:4]([C:6]#[N:7])[CH2:3]1.[OH:1][C@@H:2]1[CH2:5][C@H:4]([C:6]#[N:7])[CH2:3]1 |f:1.2|. Procedure: 3-Oxocyclobutanecarbonitrile was prepared according to Elend, D.; Fengas, D.; Fray, J. M. Synthetic Communications, 2005, 35, 657. To a solution of 3-oxocyclobutanecarbonitrile (600 mg, 6.31 mmol) in MeOH (25 mL) at 0° C. was slowly added sodium borohydride (263 mg, 6.94 mmol). The reaction mixture was stirred at 0° C. for 1 h then quenched with water and brine and extracted with EtOAc (3×). The combined organics were dried over MgSO4 and concentrated to afford 500 mg (82%) of cis-3-hydroxy-cycl... Starting materials: CC(C)(C)NCC(COC1=C(C=CC=C1)CC1=C2C=CNC2=CC=C1)O (1-[(1,1-dimethyl-ethyl)-amino]-3-[2-[(1H-indol-4-yl)-methyl]-phenoxy]-2-propanol), C(C1=CC=CC=C1)(=O)O (benzoic acid). The product is C(C1=CC=CC=C1)(=O)OC(CNC(C)(C)C)COC1=C(C=CC=C1)CC1=C2C=CNC2=CC=C1 (1-[(1,1-dimethyl-ethyl)-amino]-3-[2-[(1H-indol-4-yl)-methyl]-phenoxy]-2-propanol benzoate). The yield is 39.3%. Reaction SMILES: [CH3:1][C:2]([NH:5][CH2:6][CH:7]([OH:26])[CH2:8][O:9][C:10]1[CH:15]=[CH:14][CH:13]=[CH:12][C:11]=1[CH2:16][C:17]1[CH:25]=[CH:24][CH:23]=[C:22]2[C:18]=1[CH:19]=[CH:20][NH:21]2)([CH3:4])[CH3:3].[C:27](O)(=[O:34])[C:28]1[CH:33]=[CH:32][CH:31]=[CH:30][CH:29]=1>>[C:27]([O:26][CH:7]([CH2:8][O:9][C:10]1[CH:15]=[CH:14][CH:13]=[CH:12][C:11]=1[CH2:16][C:17]1[CH:25]=[CH:24][CH:23]=[C:22]2[C:18]=1[CH:19]=[CH:20][NH:21]2)[CH2:6][NH:5][C:2]([CH3:1])([CH3:3])[CH3:4])(=[O:34])[C:28]1[CH:33]=[CH:32][CH:31]=[CH:30][CH:29]=1. Procedure: Using the procedure of Step G of Example 3, 16.3 g of the product of Step C and 5.65 g of the benzoic acid were reacted to obtain 8.29 g of the desired product melting at 195° C. (ethanol). Reported procedure: A solution of 2-((1-(4-fluorophenyl)-2-((2,3,6-trifluoro benzyl)thio)-1H-imidazol-5-yl)methyl)isoindoline-1,3-dione (29) (390 mg, 0.78 mmol) and hydrazine hydrate (76 μL, 1.57 mmol) in ethanol (8 mL) was refluxed overnight. The white precipitate was removed by vacuum filtration and washed with ethanol and concentrated in vacuo to obtain (1-(4-fluorophenyl)-2-((2,3,6-trifluorobenzyl)thio)-1H-imidazol-5-yl)methanamine (30). Solvent: C(C)O (ethanol). The product is FC1=CC=C(C=C1)N1C(=NC=C1CN)SCC1=C(C(=CC=C1F)F)F ((1-(4-fluorophenyl)-2-((2,3,6-trifluorobenzyl)thio)-1H-imidazol-5-yl)methanamine). Starting materials: FC1=CC=C(C=C1)N1C(=NC=C1CN1C(C2=CC=CC=C2C1=O)=O)SCC1=C(C(=CC=C1F)F)F (2-((1-(4-fluorophenyl)-2-((2,3,6-trifluoro benzyl)thio)-1H-imidazol-5-yl)methyl)isoindoline-1,3-dione), O.NN (hydrazine hydrate). Reaction SMILES: [F:1][C:2]1[CH:7]=[CH:6][C:5]([N:8]2[C:12]([CH2:13][N:14]3C(=O)C4C(=CC=CC=4)C3=O)=[CH:11][N:10]=[C:9]2[S:25][CH2:26][C:27]2[C:32]([F:33])=[CH:31][CH:30]=[C:29]([F:34])[C:28]=2[F:35])=[CH:4][CH:3]=1.O.NN>C(O)C>[F:1][C:2]1[CH:7]=[CH:6][C:5]([N:8]2[C:12]([CH2:13][NH2:14])=[CH:11][N:10]=[C:9]2[S:25][CH2:26][C:27]2[C:32]([F:33])=[CH:31][CH:30]=[C:29]([F:34])[C:28]=2[F:35])=[CH:4][CH:3]=1 |f:1.2|. Reactants: [OH-].[Na+] (NaOH), [N+](=O)([O-])C1=CC=C(C=C1)CC#N (4-nitrophenylacetonitrile), BrCCBr (1,2-dibromoethane), Cl (HCl). Reagents/catalysts: O.[Cl-].C(C)[N+](CC)(CC)CC (tetraethylammonium chloride hydrate). Run in C(Cl)Cl (CH2Cl2), C(Cl)Cl (CH2Cl2). Reaction conditions: time 24 hour. Yields the product [N+](=O)([O-])C1=CC=C(C=C1)C1(CC1)C#N (1-(4-Nitro-phenyl)-cyclopropanecarbonitrile). RXN SMILES: [OH-].[Na+].[N+:3]([C:6]1[CH:11]=[CH:10][C:9]([CH2:12][C:13]#[N:14])=[CH:8][CH:7]=1)([O-:5])=[O:4].Br[CH2:16][CH2:17]Br.Cl>O.[Cl-].C([N+](CC)(CC)CC)C.C(Cl)Cl>[N+:3]([C:6]1[CH:7]=[CH:8][C:9]([C:12]2([C:13]#[N:14])[CH2:17][CH2:16]2)=[CH:10][CH:11]=1)([O-:5])=[O:4] |f:0.1,5.6.7|. Procedure: NaOH (5.0 N, 80 ml) was added to a mixture of 4-nitrophenylacetonitrile (10.0 g, 61.7 mmol), 1,2-dibromoethane (8.0 ml, 92.5 mmol), and tetraethylammonium chloride hydrate (10.2 g, 61.7 mmol) in 200 ml of CH2Cl2 at RT. The resulting mixture was stirred at RT for 24 h, diluted with CH2Cl2, and acidified with HCl (10%, aq). The organic layer was separated, washed with brine, condensed, and the crude was purified by flash column chromatography. The titled compound was obtained as a light yellowish ... Starting materials: CN(CCCC1(OCC2=CC(=CC=C12)C#N)C1=CC=C(C=C1)OC)C (1-{3-(dimethylamino)propyl}-1-(4-methoxyphenyl)-1,3-dihydro-5-isobenzofurancarbonitrile), Cl (hydrochloric acid). Solvent: ClCCl (dichloromethane), C(C)OCC (diethyl ether). Conditions: time 0.5 hour. Yields the product Cl.CN(CCCC1(OCC2=CC(=CC=C12)C#N)C1=CC=C(C=C1)OC)C (1-{3-(dimethylamino)propyl}-1-(4-methoxyphenyl)-1,3-dihydro-5-isobenzofurancarbonitrile hydrochloride). Isolated yield 94.5%. RXN SMILES: [CH3:1][N:2]([CH3:25])[CH2:3][CH2:4][CH2:5][C:6]1([C:17]2[CH:22]=[CH:21][C:20]([O:23][CH3:24])=[CH:19][CH:18]=2)[C:14]2[C:9](=[CH:10][C:11]([C:15]#[N:16])=[CH:12][CH:13]=2)[CH2:8][O:7]1.[ClH:26]>ClCCl.C(OCC)C>[ClH:26].[CH3:25][N:2]([CH3:1])[CH2:3][CH2:4][CH2:5][C:6]1([C:17]2[CH:18]=[CH:19][C:20]([O:23][CH3:24])=[CH:21][CH:22]=2)[C:14]2[C:9](=[CH:10][C:11]([C:15]#[N:16])=[CH:12][CH:13]=2)[CH2:8][O:7]1 |f:4.5|. Reported procedure: 8.3 g (24.7 mmol) of the 1-{3-(dimethylamino)propyl}-1-(4-methoxyphenyl)-1,3-dihydro-5-isobenzofurancarbonitrile prepared in Example 1 was dissolved in 50 ml of dichloromethane, and 24.7 ml (494 mmol) of 2 M hydrochloric acid in diethyl ether was added dropwise at room temperature. The mixture was then stirred for 0.5 hr. After the solution was discarded, the precipitate was washed with diethylether and dried to afford 8.7 g of the pale yellow target compound (yield: 95%).